From a dataset of the Open Reaction Database (ORD), a public repository of structured organic reaction records. describe an organic reaction: reactants, conditions, products, and yield The reactants are O=C(CBr)Nc1cnccn1, CCOCC, CCCC(C)C, CC#N, O=C(OC1CN2CCC1CC2)C1(c2cccs2)CCCCCC1. The product is [Br-], O=C(C[N+]12CCC(CC1)C(OC(=O)C1(c3cccs3)CCCCCC1)C2)Nc1cnccn1. As a reaction SMILES: [Br:24][CH2:25][C:26](=[O:27])[NH:28][c:29]1[n:30][cH:31][cH:32][n:33][cH:34]1.[CH3:35][CH2:36][O:37][CH2:38][CH3:39].[CH3:40][CH2:41][CH2:42][CH:43]([CH3:44])[CH3:45].[CH3:46][C:47]#[N:48].[N:1]12[CH2:2][CH:3]([O:9][C:10](=[O:11])[C:12]3([c:19]4[s:20][cH:21][cH:22][cH:23]4)[CH2:13][CH2:14][CH2:15][CH2:16][CH2:17][CH2:18]3)[CH:4]([CH2:5][CH2:6]1)[CH2:7][CH2:8]2>>[Br-:24].[N+:1]12([CH2:25][C:26](=[O:27])[NH:28][c:29]3[n:30][cH:31][cH:32][n:33][cH:34]3)[CH2:2][CH:3]([O:9][C:10](=[O:11])[C:12]3([c:19]4[s:20][cH:21][cH:22][cH:23]4)[CH2:13][CH2:14][CH2:15][CH2:16][CH2:17][CH2:18]3)[CH:4]([CH2:5][CH2:6]1)[CH2:7][CH2:8]2. Reactants: C1(CCCCC1)N1C(C2=CC(=CC=C2C1)N1CCNCC1)=O (2-cyclohexyl-2,3-dihydro-6-(piperazin-1-yl)-1H-isoindol-1-one), C(C1=CC=CC=C1)(C1=CC=CC=C1)OC(=O)N=[N+]=[N-] (benzhydryloxycarbonyl azide). Product: C(C1=CC=CC=C1)(C1=CC=CC=C1)OC(=O)N1CCN(CC1)C1=CC=C2CN(C(C2=C1)=O)C1CCCCC1 (6-[4-(Benzhydryloxycarbonyl)piperazin-1-yl]-2-cyclohexyl-2,3-dihydro-1H-isoindol-1-one). Reaction SMILES: [CH:1]1([N:7]2[CH2:15][C:14]3[C:9](=[CH:10][C:11]([N:16]4[CH2:21][CH2:20][NH:19][CH2:18][CH2:17]4)=[CH:12][CH:13]=3)[C:8]2=[O:22])[CH2:6][CH2:5][CH2:4][CH2:3][CH2:2]1.[CH:23]([O:36][C:37](N=[N+]=[N-])=[O:38])([C:30]1[CH:35]=[CH:34][CH:33]=[CH:32][CH:31]=1)[C:24]1[CH:29]=[CH:28][CH:27]=[CH:26][CH:25]=1>>[CH:23]([O:36][C:37]([N:19]1[CH2:18][CH2:17][N:16]([C:11]2[CH:10]=[C:9]3[C:14]([CH2:15][N:7]([CH:1]4[CH2:2][CH2:3][CH2:4][CH2:5][CH2:6]4)[C:8]3=[O:22])=[CH:13][CH:12]=2)[CH2:21][CH2:20]1)=[O:38])([C:30]1[CH:31]=[CH:32][CH:33]=[CH:34][CH:35]=1)[C:24]1[CH:29]=[CH:28][CH:27]=[CH:26][CH:25]=1. Procedure: In the same manner as in Example 28, the title compound was prepared from the compound obtained in step (e) of Example 1 and benzhydryloxycarbonyl azide. Reactants: COc1ccc(CN)cc1, CO, c1ccc(C(c2ccccc2)C2CC3OC3CO2)cc1. The product is COc1ccc(CNC2CC(C(c3ccccc3)c3ccccc3)OCC2O)cc1. As a reaction SMILES: [CH3:21][O:22][c:23]1[cH:24][cH:25][c:26]([CH2:27][NH2:28])[cH:29][cH:30]1.[CH3:31][OH:32].[CH:1]([c:2]1[cH:3][cH:4][cH:5][cH:6][cH:7]1)([c:8]1[cH:9][cH:10][cH:11][cH:12][cH:13]1)[CH:14]1[O:15][CH2:16][CH:17]2[O:18][CH:19]2[CH2:20]1>>[CH:1]([c:2]1[cH:3][cH:4][cH:5][cH:6][cH:7]1)([c:8]1[cH:9][cH:10][cH:11][cH:12][cH:13]1)[CH:14]1[O:15][CH2:16][CH:17]([OH:18])[CH:19]([NH:28][CH2:27][c:26]2[cH:25][cH:24][c:23]([O:22][CH3:21])[cH:30][cH:29]2)[CH2:20]1. Starting materials: [O-2].[Al+3].[O-2].[O-2].[Al+3] (aluminium oxide), [H][H] (hydrogen), [N+](=O)([O-])C1=C2C(C(=O)NC2=O)=CC=C1 (nitrophthalimide), [N+](=O)([O-])C=1C=C2C(C(=O)NC2=O)=CC1 (4-nitrophthalimide), [H][H] (hydrogen). Reagents/catalysts: N.O[V](=O)=O (ammonium vanadate), [Pd] (palladium). The solvent is CO (methanol). Reaction conditions: time 43 hour. Product: NC=1C=C2C(C(=O)NC2=O)=CC1 (4-aminophthalimide). Isolated yield 100.0%. As a reaction SMILES: [O-2].[Al+3].[O-2].[O-2].[Al+3].[N+:6]([C:9]1[CH:10]=[C:11]2[C:16](=[O:17])[NH:15][C:13](=[O:14])[C:12]2=[CH:18][CH:19]=1)([O-])=O.[H][H].[N+](C1C=CC=C2C(NC(=O)C=12)=O)([O-])=O>N.O[V](=O)=O.[Pd].CO>[NH2:6][C:9]1[CH:10]=[C:11]2[C:16](=[O:17])[NH:15][C:13](=[O:14])[C:12]2=[CH:18][CH:19]=1 |f:0.1.2.3.4,8.9|. Procedure details: 0.002 g of ammonium vanadate and 4 g of aluminium oxide granules containing 0.5% by weight of metallic palladium and having a particle size of 3.2 mm (from Acros Organics) are added to a suspension consisting of 250 ml of methanol and 9.6 g of 4-nitrophthalimide. After displacing the air with nitrogen, the latter is replaced by hydrogen at atmospheric pressure and the suspension is stirred at room temperature for 43 hours. During this time, 97.6% of the theoretical amount of hydrogen, based on t... The reactants are [K+].[Br-] (KBr), ClC=1C=C(C=CC1)C(CNC(CC1=CC2=C(OC(O2)(C(=O)O)C(=O)O)C=C1)C)O (5-{2-[2-(3-chloro-phenyl)-2-hydroxy-ethylamino]-propyl}-benzo[1,3]dioxole-2,2-dicarboxylic acid), C1(CCCC1)CCCO (3-cyclopentylpropanol), Cl (HCl). Solvent: C(Cl)(Cl)Cl (CHCl3). The product is C1(CCCC1)CCCOC(=O)C1(OC2=C(O1)C=CC(=C2)CC(C)NCC(O)C2=CC(=CC=C2)Cl)C(=O)OCCCC2CCCC2 (5-{2-[2-(3-Chloro-phenyl)-2-hydroxy-ethylamino]-propyl}-benzo[1,3]dioxole-2,2-dicarboxylic acid bis-(3-cyclopentyl-propyl) ester). Reaction SMILES: [Cl:1][C:2]1[CH:3]=[C:4]([CH:8]([OH:29])[CH2:9][NH:10][CH:11]([CH3:28])[CH2:12][C:13]2[CH:27]=[CH:26][C:16]3[O:17][C:18]([C:23]([OH:25])=[O:24])([C:20]([OH:22])=[O:21])[O:19][C:15]=3[CH:14]=2)[CH:5]=[CH:6][CH:7]=1.[CH:30]1([CH2:35][CH2:36][CH2:37]O)[CH2:34][CH2:33][CH2:32][CH2:31]1.Cl.[K+].[Br-]>C(Cl)(Cl)Cl>[CH:30]1([CH2:35][CH2:36][CH2:37][O:24][C:23]([C:18]2([C:20]([O:22][CH2:37][CH2:36][CH2:35][CH:30]3[CH2:34][CH2:33][CH2:32][CH2:31]3)=[O:21])[O:17][C:16]3[CH:26]=[CH:27][C:13]([CH2:12][CH:11]([NH:10][CH2:9][CH:8]([C:4]4[CH:5]=[CH:6][CH:7]=[C:2]([Cl:1])[CH:3]=4)[OH:29])[CH3:28])=[CH:14][C:15]=3[O:19]2)=[O:25])[CH2:34][CH2:33][CH2:32][CH2:31]1 |f:3.4|. Reported procedure: The title compound was prepared from 5-{2-[2-(3-chloro-phenyl)-2-hydroxy-ethylamino]-propyl}-benzo[1,3]dioxole-2,2-dicarboxylic acid and 3-cyclopentylpropanol according to the procedure of Example 30 as a colorless gum (HCl salt); 1H NMR (CDCl3) δ 0.80-1.80 (m, 26H), 1.33 (d, J=6.3 Hz, 3H), 2.80 (m, 1H), 3.18 (m, 2H), 3.48 (m, 2H), 4.28 (t, J=6.8 Hz, 4H), 5.45 (bd, J=9.7 Hz, 1H), 6.80 (m, 3H), 7.25 (m, 2H), 7.45 (s, 1H), 8.70 (bs, 1H), 10.10 (bs, 1 H); IR (KBr): 1765 cm-1 (C=O); MS (CI) m/z 642 ... The reactants are [OH-].[Na+] (NaOH), C(C)OC(CCN1C=NC(=C1)C1=CC=CC=C1)=O (3-(4-phenylimidazol-1-yl)propionic acid ethyl ester), CCOC(=O)C (EtOAc). Run in C(C)O (ethanol), C(C)O (ethanol). Product: C1(=CC=CC=C1)C=1N=CN(C1)CCC(=O)O (3-(4-phenylimidazol-1-yl)propionic acid). RXN SMILES: C([O:3][C:4](=[O:18])[CH2:5][CH2:6][N:7]1[CH:11]=[C:10]([C:12]2[CH:17]=[CH:16][CH:15]=[CH:14][CH:13]=2)[N:9]=[CH:8]1)C.[OH-].[Na+].CCOC(C)=O>C(O)C>[C:12]1([C:10]2[N:9]=[CH:8][N:7]([CH2:6][CH2:5][C:4]([OH:18])=[O:3])[CH:11]=2)[CH:13]=[CH:14][CH:15]=[CH:16][CH:17]=1 |f:1.2|. Procedure details: 3-(4-phenylimidazol-1-yl)propionic acid ethyl ester (2.442 g, 10 mmol) was dissolved in 50 mL of ethanol, added with 0.5N-NaOH (20 mL) and then stirred at room temperature. Initiation and termination of the reaction was confirmed with TLC (EtOAc). Upon completion of the reaction, ethanol was removed by distillation under reduced pressure to obtain the target compound.